This data is from the Open Reaction Database (ORD), a public repository of structured organic reaction records. The task is: describe an organic reaction: reactants, conditions, products, and yield Reactants: ClC1=NC=CC(=N1)N(C1=NC2=C(N1)C=CC=C2)C2=C(C=CC=C2C)C (2-(N-(2-chloropyrimid-4-yl)-2,6-dimethylphenylamino)-1H-benzimidazole), CN1CCN(CC1)C1=CC=C(C=C1)N (4-(4-methylpiperazin-1-yl)-phenylamine), [OH-].[Na+] (NaOH). Run in CC(=O)O (AcOH). Conditions: temperature 100 celsius. Yields the product N1C(=NC2=C1C=CC=C2)N(C2=NC(=NC=C2)NC2=CC=C(C=C2)N2CCN(CC2)C)C2=C(C=CC=C2C)C (N4-(1H-Benzimidazol-2-yl)-N2-[4-(4-methylpiperazin-1-yl)-phenyl]-N4-(2,6-dimethyl-phenyl)-pyrimidine-2,4-diamine). RXN SMILES: Cl[C:2]1[N:7]=[C:6]([N:8]([C:18]2[C:23]([CH3:24])=[CH:22][CH:21]=[CH:20][C:19]=2[CH3:25])[C:9]2[NH:13][C:12]3[CH:14]=[CH:15][CH:16]=[CH:17][C:11]=3[N:10]=2)[CH:5]=[CH:4][N:3]=1.[CH3:26][N:27]1[CH2:32][CH2:31][N:30]([C:33]2[CH:38]=[CH:37][C:36]([NH2:39])=[CH:35][CH:34]=2)[CH2:29][CH2:28]1.[OH-].[Na+]>CC(O)=O>[NH:10]1[C:11]2[CH:17]=[CH:16][CH:15]=[CH:14][C:12]=2[N:13]=[C:9]1[N:8]([C:18]1[C:23]([CH3:24])=[CH:22][CH:21]=[CH:20][C:19]=1[CH3:25])[C:6]1[CH:5]=[CH:4][N:3]=[C:2]([NH:39][C:36]2[CH:35]=[CH:34][C:33]([N:30]3[CH2:29][CH2:28][N:27]([CH3:26])[CH2:32][CH2:31]3)=[CH:38][CH:37]=2)[N:7]=1 |f:2.3|. Reported procedure: A pressure tube was charged with a solution of 2-(N-(2-chloropyrimid-4-yl)-2,6-dimethylphenylamino)-1H-benzimidazole (50 mg, 0.14 mmol), from Example 155 Step F, 4-(4-methylpiperazin-1-yl)-phenylamine (27 mg, 0.14 mmol) in glacial AcOH (2 mL). The reaction, a dark brown solution, was heated to 100° C. for 18 h. The reaction was cooled to RT then basified by careful addition of 5M NaOH (15 mL). The aqueous solution was extracted with CH2Cl2. The combined organic extracts were dried (Na2SO4) and t... The reactants are CC(=O)c1ccco1, CCOC(C)=O, CCOC(OCC)OCC, O, OCCO. The product is CC1(c2ccco2)OCCO1. Reaction SMILES: [CH3:1][C:2](=[O:3])[c:4]1[cH:5][cH:6][cH:7][o:8]1.[CH3:23][CH2:24][O:25][C:26](=[O:27])[CH3:28].[CH:13]([O:14][CH2:15][CH3:16])([O:17][CH2:18][CH3:19])[O:20][CH2:21][CH3:22].[OH2:29].[OH:9][CH2:10][CH2:11][OH:12]>>[CH3:1][C:2]1([c:4]2[cH:5][cH:6][cH:7][o:8]2)[O:3][CH2:11][CH2:10][O:9]1. Starting materials: C(CC(C)C)SC1=CC=CC(=N1)C=1SC2=C(C(N1)=O)C=CC=C2 (2-[6-(Isoamylthio)-2-pyridyl]-4H-1,3-benzothiazine-4-one), ClC1=CC(=CC=C1)C(=O)OO (3-chloroperbenzoic acid). The solvent is C(Cl)(Cl)Cl (chloroform), C(Cl)(Cl)Cl (chloroform). Reaction conditions: time 1 hour. Product: C(CC(C)C)S(=O)C1=CC=CC(=N1)C=1SC2=C(C(N1)=O)C=CC=C2 (2-(6-Isoamylsulfinyl-2-pyridyl)-4H-1,3-benzothiazine-4-one). The yield is 95.1%. Reaction SMILES: [CH2:1]([S:6][C:7]1[N:12]=[C:11]([C:13]2[S:14][C:15]3[CH:23]=[CH:22][CH:21]=[CH:20][C:16]=3[C:17](=[O:19])[N:18]=2)[CH:10]=[CH:9][CH:8]=1)[CH2:2][CH:3]([CH3:5])[CH3:4].ClC1C=CC=C(C(OO)=[O:32])C=1>C(Cl)(Cl)Cl>[CH2:1]([S:6]([C:7]1[N:12]=[C:11]([C:13]2[S:14][C:15]3[CH:23]=[CH:22][CH:21]=[CH:20][C:16]=3[C:17](=[O:19])[N:18]=2)[CH:10]=[CH:9][CH:8]=1)=[O:32])[CH2:2][CH:3]([CH3:5])[CH3:4]. Procedure details: 2-[6-(Isoamylthio)-2-pyridyl]-4H-1,3-benzothiazine-4-one (0.15 g, 0.44 mmol) was dissolved in chloroform (50 ml), and a solution of 3-chloroperbenzoic acid (ca. 77%, 0.10 g, 0.46 mmol) in chloroform (10 ml) was added dropwise thereto. The reaction mixture was stirred at room temperature for 1 hr. The solvent was evaporated, and the residue was recrystallized from hexane-ethyl acetate to give the titled compound (0.15 g, 96%) as pale yellow amorphous. Starting materials: CCOCC (Ether), [H-].[Na+] (Sodium hydride), C(C(=O)OCC)(=O)OCC (diethyl oxalate), ClC1=CC=C(CN2C(C=C(C3=CC=CC=C23)C)=O)C=C1 (1-(4-chlorobenzyl)-1,2-dihydro-4-methyl-2-oxoquinoline). Solvent: CN(C=O)C (dimethylformamide). Reaction conditions: time 2.5 hour. Product: ClC1=CC=C(CN2C(C=C(C3=CC=CC=C23)CC(C(=O)OCC)=O)=O)C=C1 (ethyl 1-(4-chlorobenzyl)-1,2-dihydro-2-oxoquinol-4-ylpyruvate). Reaction SMILES: [H-].[Na+].[Cl:3][C:4]1[CH:22]=[CH:21][C:7]([CH2:8][N:9]2[C:18]3[C:13](=[CH:14][CH:15]=[CH:16][CH:17]=3)[C:12]([CH3:19])=[CH:11][C:10]2=[O:20])=[CH:6][CH:5]=1.[C:23](OCC)(=[O:29])[C:24]([O:26][CH2:27][CH3:28])=[O:25].CCOCC>CN(C)C=O>[Cl:3][C:4]1[CH:5]=[CH:6][C:7]([CH2:8][N:9]2[C:18]3[C:13](=[CH:14][CH:15]=[CH:16][CH:17]=3)[C:12]([CH2:19][C:23](=[O:29])[C:24]([O:26][CH2:27][CH3:28])=[O:25])=[CH:11][C:10]2=[O:20])=[CH:21][CH:22]=1 |f:0.1|. Procedure details: Sodium hydride (18g.; 60% w/w dispersion in oil, washed as described in Example 1) was stirred in dry dimethylformamide (300 ml.), and 1-(4-chlorobenzyl)-1,2-dihydro-4-methyl-2-oxoquinoline (64.7 g.) was added, followed by diethyl oxalate (55 g.). The mixture was stirred at room temperature for 2.5 hours with occasional external cooling to keep the temperature below 25° C. Ether (2 l.) was added, and the mixture was filtered. The solid residue was washed with ether (500 ml.), and then suspended ... The solvent is CO (methanol). The product is ClC=1C=C(C(=C(C1)C(C1=CC=C(C=C1)Cl)=NCCCC(=O)[O-])O)C.[Na+] (Sodium 4-{[(5-chloro-2-hydroxy-3-methylphenyl)-(4-chlorophenyl)-methylene]-amino}-butanoate). Procedure: A solution of sodium methoxide (11.68 ml; 0.748 N, 0.0087 mol) is added to a solution of the acid product of Example 4 (3.2 g; 0.0087 mol) in methanol (200 ml). The mixture is evaporated to dryness in vacuo at 30° C., 150 ml of diethyl ether are added and the mixture is evaporated to dryness again. The residue is taken up in diethyl ether and filtered off. The yellow solid is dried in a vacuum desiccator in the presence of P2O5. Reaction SMILES: C[O-].[Na+:3].[Cl:4][C:5]1[CH:6]=[C:7]([CH3:27])[C:8]([OH:26])=[C:9]([C:11](=[N:19][CH2:20][CH2:21][CH2:22][C:23]([OH:25])=[O:24])[C:12]2[CH:17]=[CH:16][C:15]([Cl:18])=[CH:14][CH:13]=2)[CH:10]=1>CO>[Cl:4][C:5]1[CH:6]=[C:7]([CH3:27])[C:8]([OH:26])=[C:9]([C:11](=[N:19][CH2:20][CH2:21][CH2:22][C:23]([O-:25])=[O:24])[C:12]2[CH:13]=[CH:14][C:15]([Cl:18])=[CH:16][CH:17]=2)[CH:10]=1.[Na+:3] |f:0.1,4.5|. The reactants are C[O-].[Na+] (sodium methoxide), ClC=1C=C(C(=C(C1)C(C1=CC=C(C=C1)Cl)=NCCCC(=O)O)O)C (4-{[(5-Chloro-2-hydroxy-3-methylphenyl)-(4-chlorophenyl)-methylene]-amino}-butanoic acid). Reactants: resultant mixture, C[Si](C)(C)[N-][Si](C)(C)C.[Li+] (lithium bis(trimethylsilyl)amide), Cl (HCl), C(C)(=O)N1CC(N(C2C(C12)COCC1=CC=CC=C1)CC1=CC=C(C=C1)F)=O (5-acetyl-2-(4-fluorobenzyl)-7-[(benzyloxy)-methyl]-2,5-diazabicyclo[4.1.0]heptane-3-one), C[Si](C)(C)[N-][Si](C)(C)C.[Li+] (lithium bis(trimethylsilyl)amide), C1CCOC1 (THF), C(C(=O)OCC)(=O)OCC (diethyl oxalate). The solvent is CN(C)C=O (DMF), CN(C)C=O (DMF). Reaction conditions: time 30 minute. Yields the product C(C1=CC=CC=C1)OCC1C2N(C(C=3N(C21)C(C=C(C3O)O)=O)=O)CC3=CC=C(C=C3)F ((±)-1-[(Benzyloxy)methyl]-2-(4-fluorobenzyl)-4,5-dihydroxy-1,1a,2,8a-tetrahydrocyclopropa[e]pyrido[1,2-a]pyrazine-3,7-dione). Reaction SMILES: [C:1]([N:4]1[CH:10]2[CH:8]([CH:9]2[CH2:11][O:12][CH2:13][C:14]2[CH:19]=[CH:18][CH:17]=[CH:16][CH:15]=2)[N:7]([CH2:20][C:21]2[CH:26]=[CH:25][C:24]([F:27])=[CH:23][CH:22]=2)[C:6](=[O:28])[CH2:5]1)(=[O:3])[CH3:2].C[Si]([N-][Si](C)(C)C)(C)C.[Li+].C1COCC1.[C:44](OCC)(=[O:50])[C:45](OCC)=[O:46].Cl>CN(C=O)C>[CH2:13]([O:12][CH2:11][CH:9]1[CH:10]2[CH:8]1[N:7]([CH2:20][C:21]1[CH:26]=[CH:25][C:24]([F:27])=[CH:23][CH:22]=1)[C:6](=[O:28])[C:5]1[N:4]2[C:1](=[O:3])[CH:2]=[C:44]([OH:50])[C:45]=1[OH:46])[C:14]1[CH:19]=[CH:18][CH:17]=[CH:16][CH:15]=1 |f:1.2|. Procedure details: To a cold (0° C.) solution of 5-acetyl-2-(4-fluorobenzyl)-7-[(benzyloxy)-methyl]-2,5-diazabicyclo[4.1.0]heptane-3-one (700 mg, 1.83 mmol) in DMF (10 mL) under nitrogen, a solution of lithium bis(trimethylsilyl)amide in THF (1.0 M, 2.0 mL, 2.0 mmol) was added. After 30 min, diethyl oxalate (401 mg, 2.74 mmol) in DMF (2 mL) was added. After stirring for 1 h at room temperature, the resultant mixture was treated with additional lithium bis(trimethylsilyl)amide (1.0 M, 7.1 mL, 7.1 mmol), and stirred... Starting materials: C(\C=C\C(=O)O)(=O)OC (methyl hydrogen fumarate), ClCC(=O)NC(=O)NCCC (1-(2-chloroacetyl)-3-propyl urea), C(O)([O-])=O.[Cs+] (cesium hydrogen carbonate). Run in CN1CCCC1=O (NMP). Product: C(\C=C\C(=O)OCC(NC(=O)NCCC)=O)(=O)OC (Methyl {N-[(propylamino)carbonyl]carbamoyl}methyl(2E)but-2ene-1,4-dioate). Yield: 1.9%. As a reaction SMILES: [C:1]([O:8][CH3:9])(=[O:7])/[CH:2]=[CH:3]/[C:4]([OH:6])=[O:5].Cl[CH2:11][C:12]([NH:14][C:15]([NH:17][CH2:18][CH2:19][CH3:20])=[O:16])=[O:13].C(=O)([O-])O.[Cs+]>CN1C(=O)CCC1>[C:1]([O:8][CH3:9])(=[O:7])/[CH:2]=[CH:3]/[C:4]([O:6][CH2:11][C:12](=[O:13])[NH:14][C:15]([NH:17][CH2:18][CH2:19][CH3:20])=[O:16])=[O:5] |f:2.3|. Procedure: Following general procedure A, methyl hydrogen fumarate (MHF) (0.50 g, 3.84 mmol) dissolved in NMP was reacted at ca. 55° C. with 1-(2-chloroacetyl)-3-propyl urea (0.82 g, 4.60 mmol) in the presence of CsHCO3 (0.89 g, 4.61 mmol) to provide 0.02 g (2% yield) of the title compound (19) as a white solid. Addition of methanol (MeOH) afforded 0.49 g (48% yield) of white solid. 1H NMR (CDCl3, 400 MHz): δ 6.90-6.99 (m, 2H), 4.77 (s, 2H), 3.82 (s, 3H), 3.25-3.24 (q, 2H, J=5.6 Hz), 1.57-1.55 (q, 2H, J=7....